describe an organic reaction: reactants, conditions, products, and yield From a dataset of the Open Reaction Database (ORD), a public repository of structured organic reaction records. The reactants are C1(=C(C(=CC(=C1)C)C)C1=C(N=C(N1)C)[N+](=O)[O-])C (5-mesityl-2-methyl-4-nitro-1H-imidazole), C(C)(=O)C1C(=O)OCC1 (α-acetyl-γ-butyrolactone). Reagents/catalysts: [Fe] (iron). The solvent is C(C)O (ethanol), C(C)(=O)O (acetic acid). The product is OCCC=1C(=NC=2N(C1O)C(=NC2C2=C(C=C(C=C2C)C)C)C)C (3-(2-Hydroxyethyl)-8-mesityl-2,6-dimethylimidazo[1,5-a]pyrimidin-4-ol). Isolated yield 34.1%. As a reaction SMILES: [C:1]1([CH3:18])[CH:6]=[C:5]([CH3:7])[CH:4]=[C:3]([CH3:8])[C:2]=1[C:9]1[NH:13][C:12]([CH3:14])=[N:11][C:10]=1[N+:15]([O-])=O.[C:19]([CH:22]1[CH2:27][CH2:26][O:25][C:23]1=[O:24])(=O)[CH3:20]>C(O)C.C(O)(=O)C.[Fe]>[OH:25][CH2:26][CH2:27][C:22]1[C:19]([CH3:20])=[N:15][C:10]2[N:11]([C:12]([CH3:14])=[N:13][C:9]=2[C:2]2[C:3]([CH3:8])=[CH:4][C:5]([CH3:7])=[CH:6][C:1]=2[CH3:18])[C:23]=1[OH:24]. Procedure details: A solution of 5-mesityl-2-methyl-4-nitro-1H-imidazole (2.1 g, 8.56 mmol), α-acetyl-γ-butyrolactone (1.21 g, 9.42 mmol), and iron powder (2.39 g, 42.8 mmol) in ethanol (40 mL) and acetic acid (10 mL) was stirred at 80° C. for one day. The mixture was filtered through Celite and evaporated. The resulting crystals were washed with ethyl acetate, to give the title compound (0.95 g) as white crystals. Yields the product OCCC1=CC=C(CNC(=O)C2=CC=C(C=C2)C2=C(C=CC(=C2)C=2OC(=NN2)C)C)C=C1 (N-[4-(2-Hydroxyethyl)benzyl]-2′-methyl-5′-(5-methyl-1,3,4-oxadiazol-2-yl)-1,1′-biphenyl-4-carboxamide). RXN SMILES: [CH3:1][C:2]1[CH:7]=[CH:6][C:5]([C:8]2[O:9][C:10]([CH3:13])=[N:11][N:12]=2)=[CH:4][C:3]=1[C:14]1[CH:19]=[CH:18][C:17]([C:20]([OH:22])=O)=[CH:16][CH:15]=1.[OH:23][CH2:24][CH2:25][C:26]1[CH:33]=[CH:32][C:29]([CH2:30][NH2:31])=[CH:28][CH:27]=1>>[OH:23][CH2:24][CH2:25][C:26]1[CH:33]=[CH:32][C:29]([CH2:30][NH:31][C:20]([C:17]2[CH:16]=[CH:15][C:14]([C:3]3[CH:4]=[C:5]([C:8]4[O:9][C:10]([CH3:13])=[N:11][N:12]=4)[CH:6]=[CH:7][C:2]=3[CH3:1])=[CH:19][CH:18]=2)=[O:22])=[CH:28][CH:27]=1. Starting materials: CC1=C(C=C(C=C1)C=1OC(=NN1)C)C1=CC=C(C=C1)C(=O)O (2′-methyl-5′-(5-methyl-1,3,4-oxadiazol-2-yl)-1,1′-biphenyl-4-carboxylic acid), OCCC1=CC=C(CN)C=C1 (4-(2-hydroxyethyl)benzylamine). Reported procedure: N-[4-(2-Hydroxyethyl)benzyl]-2′-methyl-5′-(5-methyl-1,3,4-oxadiazol-2-yl)-1,1′-biphenyl-4-carboxamide was prepared from 2′-methyl-5′-(5-methyl-1,3,4-oxadiazol-2-yl)-1,1′-biphenyl-4-carboxylic acid and 4-(2-hydroxyethyl)benzylamine using method H. NMR; δH [2H6]—DMSO 9.11,(1H, t), 7.99,(2H, d), 7.89,(1H, dd), 7.76,(1H, d), 7.56-7.51,(3H, m), 7.24,(2H, d), 7.16,(2H, d), 4.62,(1H, t), 4.46,(2H, d), 3.55,(2H, q), 2.69,(2H, t), 2.56,(3H, s), 2.31,(3H, s). LCMS; retention time 3.00 min, MH+ 428. Reactants: ClC=1C=NC(=C(C(=O)Cl)C1)C (5-Chloro-2-methylnicotinoyl chloride), ClC=1C=NC(=C(C(=O)Cl)C1)C (5-Chloro-2-methylnicotinoyl chloride), N[C@@H]1CC[C@H](CC1)CNC1=NC(=CC=C1Cl)OC (trans-(4-Amino-cyclohexylmethyl)-(3-chloro-6-methoxy-pyridin-2-yl)-amine). Product: ClC=1C=NC(=C(C(=O)N[C@@H]2CC[C@H](CC2)CNC2=NC(=CC=C2Cl)OC)C1)C (Trans-5-Chloro-N-(4-[(3-chloro-6-methoxy-pyridin-2-ylamino)-methyl]-cyclohexyl)-2-methyl-nicotinamide). As a reaction SMILES: [Cl:1][C:2]1[CH:3]=[N:4][C:5]([CH3:11])=[C:6]([CH:10]=1)[C:7](Cl)=[O:8].[NH2:12][C@H:13]1[CH2:18][CH2:17][C@H:16]([CH2:19][NH:20][C:21]2[C:26]([Cl:27])=[CH:25][CH:24]=[C:23]([O:28][CH3:29])[N:22]=2)[CH2:15][CH2:14]1>>[Cl:1][C:2]1[CH:3]=[N:4][C:5]([CH3:11])=[C:6]([CH:10]=1)[C:7]([NH:12][C@H:13]1[CH2:18][CH2:17][C@H:16]([CH2:19][NH:20][C:21]2[C:26]([Cl:27])=[CH:25][CH:24]=[C:23]([O:28][CH3:29])[N:22]=2)[CH2:15][CH2:14]1)=[O:8]. Procedure: The title compound is prepared from 5-chloro-2-methylnicotinoyl chloride (Intermediate C) and trans-(4-Amino-cyclohexylmethyl)-(3-chloro-6-methoxy-pyridin-2-yl)-amine (Intermediate BB) analogously to Example 2.0; 1H NMR (d6-DMSO, 400 MHz) δ 8.52 (1H, d), 8.39 (1H, d), 7.80 (1H, d), 7.42 (1H, d), 6.45 (1H, t), 5.90 (1H, d), 3.79 (3H, s), 3.69 (1H, my 3.22 (2H, t), 2.48 (3H, a), 1.91 (2H, m), 1.80 (2H, m), 1.60 (1H, m), 1.21 (2H, m), 1.07 (2H, m); LC-MS Rt 2.70 mins, [M+H]+ 423.55; Method LowpH_v0... The reactants are OC=1C(=C(C(=NC1)OC(C)C)C)C(=O)OC (methyl 5-hydroxy-3-methyl-2-(propan-2-yloxy)pyridine-4-carboxylate), BrCCNC(OC(C)(C)C)=O (tert-butyl (2-bromoethyl)carbamate), C(=O)([O-])[O-].[K+].[K+] (K2CO3). Run in CC#N (CH3CN). Product: C(C)(C)(C)OC(=O)NCCOC=1C(=C(C(=NC1)OC(C)C)C)C(=O)OC (methyl 5-{2-[(tert-butoxycarbonyl)amino]ethoxy}-3-methyl-2-(propan-2-yloxy)pyridine-4-carboxylate). Yield: 64.8%. Reaction SMILES: [OH:1][C:2]1[C:3]([C:13]([O:15][CH3:16])=[O:14])=[C:4]([CH3:12])[C:5]([O:8][CH:9]([CH3:11])[CH3:10])=[N:6][CH:7]=1.Br[CH2:18][CH2:19][NH:20][C:21](=[O:27])[O:22][C:23]([CH3:26])([CH3:25])[CH3:24].C([O-])([O-])=O.[K+].[K+]>CC#N>[C:23]([O:22][C:21]([NH:20][CH2:19][CH2:18][O:1][C:2]1[C:3]([C:13]([O:15][CH3:16])=[O:14])=[C:4]([CH3:12])[C:5]([O:8][CH:9]([CH3:10])[CH3:11])=[N:6][CH:7]=1)=[O:27])([CH3:26])([CH3:25])[CH3:24] |f:2.3.4|. Procedure details: A mixture of methyl 5-hydroxy-3-methyl-2-(propan-2-yloxy)pyridine-4-carboxylate (131c, 0.70 g, 3.1 mmol), tert-butyl (2-bromoethyl)carbamate (0.76 g, 3.4 mmol) and K2CO3 (0.86 g, 6.2 mmol) in CH3CN (24 mL) was degassed with N2 and refluxed for 15 hours. To the reaction mixture was added brine (40 mL) and EtOAc (40 mL). The aqueous layer was extracted with EtOAc (20 mL). The combined organic layers were washed with brine (60 mL), dried over Na2SO4 and concentrated under vacuum. The residue was pu... Starting materials: ClC1=CC(=NC=C1)C(=O)N (4-Chloropicolinamide), ClC1=NC=CC(=C1)OC1=C(C=C(C=C1)NC(CC(=O)NC1=CC=C(C=C1)F)=O)F (N1-(4-(2-Chloropyridin-4-yloxy)-3-fluorophenyl)-N3-(4-fluorophenyl)malonamide), ClC1=NC=CC(=C1)OC1=C(C=C(C=C1)NC(CC(=O)NC1=CC=C(C=C1)F)=O)F (N1-(4-(2-Chloropyridin-4-yloxy)-3-fluorophenyl)-N3-(4-fluorophenyl)malonamide), CC(C)([O-])C.[K+] (potassium tert-butoxide). The solvent is CN(C)C=O (DMF). Conditions: temperature 110 celsius, time 1 hour. The product is NC1=CC(=C(OC2=CC(=NC=C2)C(=O)N)C=C1)F (4-(4-Amino-2-fluorophenoxy)picolinamide). Yield: 82.2%. RXN SMILES: Cl[C:2]1[CH:7]=[C:6]([O:8][C:9]2[CH:14]=[CH:13][C:12]([NH:15]C(=O)CC(NC3C=CC(F)=CC=3)=O)=[CH:11][C:10]=2[F:29])[CH:5]=[CH:4][N:3]=1.CC(C)([O-])C.[K+].ClC1C=CN=C([C:43]([NH2:45])=[O:44])C=1>CN(C=O)C>[NH2:15][C:12]1[CH:13]=[CH:14][C:9]([O:8][C:6]2[CH:5]=[CH:4][N:3]=[C:2]([C:43]([NH2:45])=[O:44])[CH:7]=2)=[C:10]([F:29])[CH:11]=1 |f:1.2|. Reported procedure: A solution of 4-amino-2-fluorophenol (Compound A of Example 20, 0.81 g, 6.4 mmol, 1.0 eq) in DMF (6.5 mL) was treated with potassium tert-butoxide (0.79 g, 7.1 mmol, 1.1 eq) at room temperature and the reaction mixture was stirred for 1 h. 4-Chloropicolinamide (1.0 g, 6.4 mmol, 1.0 eq) was added and the reaction mixture was heated to 110° C. for 8 h. The reaction was cooled to room temperature and the reaction mixture quenched with water. The resulting heterogeneous solution was filtered and the...